Dataset: the Open Reaction Database (ORD), a public repository of structured organic reaction records. Task: describe an organic reaction: reactants, conditions, products, and yield Reactants: S1C(=CC=C1)CCNC1=CC=C(C(=O)OCC)C=C1 (ethyl p-[2-(2-thienyl)ethylamino]benzoate), [OH-].[K+] (potassium hydroxide). Solvent: C(C)O (ethanol). Yields the product S1C(=CC=C1)CCNC1=CC=C(C(=O)O)C=C1 (p-[2-(2-Thienyl)ethylamino]benzoic acid). RXN SMILES: [S:1]1[CH:5]=[CH:4][CH:3]=[C:2]1[CH2:6][CH2:7][NH:8][C:9]1[CH:19]=[CH:18][C:12]([C:13]([O:15]CC)=[O:14])=[CH:11][CH:10]=1.[OH-].[K+]>C(O)C>[S:1]1[CH:5]=[CH:4][CH:3]=[C:2]1[CH2:6][CH2:7][NH:8][C:9]1[CH:19]=[CH:18][C:12]([C:13]([OH:15])=[O:14])=[CH:11][CH:10]=1 |f:1.2|. Procedure: A mixture of 29.7 g of ethyl p-[2-(2-thienyl)ethylamino]benzoate and 29 g of potassium hydroxide in 200 ml of 95% ethanol is refluxed for 3 hours. The mixture is worked up as described in Example 4 to give the product, mp 161°-163° C.